From a dataset of the Open Reaction Database (ORD), a public repository of structured organic reaction records. describe an organic reaction: reactants, conditions, products, and yield Reaction SMILES: [Br:1][c:2]1[cH:3][cH:4][c:5]([CH:8]([CH3:9])[N:10]2[C:11](=[O:26])[O:12][C:13]([c:16]3[cH:17][cH:18][cH:19][cH:20][cH:21]3)([CH2:22][CH2:23][CH2:24][OH:25])[CH2:14][CH2:15]2)[cH:6][cH:7]1.[Br:27][c:28]1[cH:29][c:30]([CH3:36])[n+:31]([O-:35])[c:32]([CH3:34])[cH:33]1>>[c:2]1(-[c:28]2[cH:29][c:30]([CH3:36])[n+:31]([O-:35])[c:32]([CH3:34])[cH:33]2)[cH:3][cH:4][c:5]([CH:8]([CH3:9])[N:10]2[C:11](=[O:26])[O:12][C:13]([c:16]3[cH:17][cH:18][cH:19][cH:20][cH:21]3)([CH2:22][CH2:23][CH2:24][OH:25])[CH2:14][CH2:15]2)[cH:6][cH:7]1. Yields the product Cc1cc(-c2ccc(C(C)N3CCC(CCCO)(c4ccccc4)OC3=O)cc2)cc(C)[n+]1[O-]. The reactants are CC(c1ccc(Br)cc1)N1CCC(CCCO)(c2ccccc2)OC1=O, Cc1cc(Br)cc(C)[n+]1[O-]. Reactants: FC1=CC=C(C=C1)C=1N=C(SC1)C(CN)C (2-(4-(4-Fluorophenyl)thiazol-2-yl)propan-1-amine), FC(C1=NC(=NO1)C=1C=C(C(=O)O)C=CC1)(F)F (3-(5-(trifluoromethyl)-1,2,4-oxadiazol-3-yl)benzoic acid), Cl.CN(CCCN=C=NCC)C (N-(3-dimethylaminopropyl)-N′-ethylcarbodiimide hydrochloride), ON1N=NC2=C1C=CC=C2 (1-hydroxybenzotriazole), C(C)(C)N(CC)C(C)C (Diisopropylethylamine). Run in ClCCl (dichloromethane), ClCCl (dichloromethane). Run at time 8 hour. Yields the product FC1=CC=C(C=C1)C=1N=C(SC1)C(CNC(C1=CC(=CC=C1)C1=NOC(=N1)C(F)(F)F)=O)C (N-(2-(4-(4-fluorophenyl)thiazol-2-yl)propyl)-3-(5-(trifluoromethyl)-1,2,4-oxadiazol-3-yl)benzamide). The yield is 36.0%. Reaction SMILES: [F:1][C:2]1[CH:7]=[CH:6][C:5]([C:8]2[N:9]=[C:10]([CH:13]([CH3:16])[CH2:14][NH2:15])[S:11][CH:12]=2)=[CH:4][CH:3]=1.[F:17][C:18]([F:34])([F:33])[C:19]1[O:23][N:22]=[C:21]([C:24]2[CH:25]=[C:26]([CH:30]=[CH:31][CH:32]=2)[C:27](O)=[O:28])[N:20]=1.Cl.CN(C)CCCN=C=NCC.ON1C2C=CC=CC=2N=N1.C(N(C(C)C)CC)(C)C>ClCCl>[F:1][C:2]1[CH:3]=[CH:4][C:5]([C:8]2[N:9]=[C:10]([CH:13]([CH3:16])[CH2:14][NH:15][C:27](=[O:28])[C:26]3[CH:30]=[CH:31][CH:32]=[C:24]([C:21]4[N:20]=[C:19]([C:18]([F:34])([F:33])[F:17])[O:23][N:22]=4)[CH:25]=3)[S:11][CH:12]=2)=[CH:6][CH:7]=1 |f:2.3|. Procedure: 2-(4-(4-Fluorophenyl)thiazol-2-yl)propan-1-amine (50 mg, 0.21 mmol), 3-(5-(trifluoromethyl)-1,2,4-oxadiazol-3-yl)benzoic acid (54.62 mg, 0.21 mmol), N-(3-dimethylaminopropyl)-N′-ethylcarbodiimide hydrochloride (EDC) (81.12 mg, 0.42 mmol), and 1-hydroxybenzotriazole (HOBt) (45.74 mg, 0.39 mmol) were dissolved in dichloromethane (3 mL) at room temperature. Diisopropylethylamine (DIEA) (0.147 mL, 0.85 mmol) was then introduced at room temperature and the reaction mixture was stirred at room tempera... The reactants are [OH-].[Na+] (sodium hydroxide), C(#N)C=1C=CC(=C(C1)C(C)=O)F (5′-cyano-2′-fluoroacetophenone), Cl.ON (hydroxyamine HCl salt), [OH-].[Na+] (sodium hydroxide). Solvent: CN(C)C=O (DMF), CO (MeOH), [Cl-].[Na+].O (brine). Conditions: time 0.5 hour. Product: C(#N)C=1C=CC2=C(C(=NO2)C)C1 (5-Cyano-3-methyl-1,2-benzisoxazole). As a reaction SMILES: [C:1]([C:3]1[CH:4]=[CH:5][C:6](F)=[C:7]([C:9](=O)[CH3:10])[CH:8]=1)#[N:2].Cl.[OH:14][NH2:15].[OH-].[Na+]>CO.CN(C=O)C.[Cl-].[Na+].O>[C:1]([C:3]1[CH:4]=[CH:5][C:6]2[O:14][N:15]=[C:9]([CH3:10])[C:7]=2[CH:8]=1)#[N:2] |f:1.2,3.4,7.8.9|. Procedure: To a solution of 5′-cyano-2′-fluoroacetophenone (500 mg, 3.06 mmol) in MeOH (5 mL) was added hydroxyamine HCl salt (223 mg, 3.22 mmol) and sodium hydroxide (129 mg, 3.22 mmol). The reaction mixture was stirred at room temperature for 0.5 h and concentrated in vacuo to afford a solid product. This solid was added to a suspension of sodium hydroxide (147 mg, 3.68 mmol) in DMF (5 mL) at 0° C. After 0.5 h the reaction mixture was warmed to room temperature for 4 h and poured into cold brine. The mix... The reactants are C(C1=CC=CC=C1)[C@@H]([C@H](C[C@H](CC1=CC=C(C=C1)C1=CC=NC=C1)NC([C@@H](NC(=O)OC)C(C)(C)C)=O)O)NC(OC(C)(C)C)=O (tert-butyl(1S,2S,4S)-1-benzyl-2-hydroxy-4-{[N-(methoxycarbonyl)-3-methyl-L-valyl]amino}-5-(4-pyridin-4-ylphenyl)pentylcarbamate), FC(C(=O)O)(F)F (trifluoroacetic acid). Run in ClCCl (dichloromethane). Run at time 1 hour. The product is N[C@H]([C@H](C[C@H](CC1=CC=C(C=C1)C1=CC=NC=C1)NC([C@@H](NC(=O)OC)C(C)(C)C)=O)O)CC1=CC=CC=C1 (N1-[(1S,3S,4S)-4-amino-3-hydroxy-5-phenyl-1-(4-pyridin-4-ylbenzyl)pentyl]-N2-(methoxycarbonyl)-3-methyl-L-valinamide). Reaction SMILES: [CH2:1]([C@H:8]([NH:39]C(=O)OC(C)(C)C)[C@@H:9]([OH:38])[CH2:10][C@@H:11]([NH:25][C:26](=[O:37])[C@H:27]([C:33]([CH3:36])([CH3:35])[CH3:34])[NH:28][C:29]([O:31][CH3:32])=[O:30])[CH2:12][C:13]1[CH:18]=[CH:17][C:16]([C:19]2[CH:24]=[CH:23][N:22]=[CH:21][CH:20]=2)=[CH:15][CH:14]=1)[C:2]1[CH:7]=[CH:6][CH:5]=[CH:4][CH:3]=1.FC(F)(F)C(O)=O>ClCCl>[NH2:39][C@@H:8]([CH2:1][C:2]1[CH:3]=[CH:4][CH:5]=[CH:6][CH:7]=1)[C@@H:9]([OH:38])[CH2:10][C@@H:11]([NH:25][C:26](=[O:37])[C@H:27]([C:33]([CH3:36])([CH3:35])[CH3:34])[NH:28][C:29]([O:31][CH3:32])=[O:30])[CH2:12][C:13]1[CH:14]=[CH:15][C:16]([C:19]2[CH:20]=[CH:21][N:22]=[CH:23][CH:24]=2)=[CH:17][CH:18]=1. Reported procedure: To a solution of the product of Example 150D (0.138 g, 0.22 mmol) in dichloromethane (2.0 mL) was added trifluoroacetic acid (0.5 mL), and the mixture was stirred at room temperature for 1 hour. The solvent was evaporated, and the reaction was partitioned between ethyl acetate and diluted NaHCO3 solution. The organic layer was washed with brine, dried over MgSO4, filtered and concentrated. The reactants are N1=CC(=CC=C1)OC(C)C1=NC=C(C(=O)OC)C=C1 (methyl 6-(1-(pyridin-3-yloxy)ethyl)nicotinate), O.[OH-].[Li+] (lithium hydroxide monohydrate), O1CCCC1 (tetrahydrofuran), Cl (hydrochloric acid). Run in O (water), CO (methanol). Reaction conditions: temperature 20 celsius, time 4 hour. Product: N1=CC(=CC=C1)OC(C)C1=NC=C(C(=O)O)C=C1 (6-(1-(pyridin-3-yloxy)ethyl)nicotinic acid). Isolated yield 96.6%. RXN SMILES: [N:1]1[CH:6]=[CH:5][CH:4]=[C:3]([O:7][CH:8]([C:10]2[CH:19]=[CH:18][C:13]([C:14]([O:16]C)=[O:15])=[CH:12][N:11]=2)[CH3:9])[CH:2]=1.O.[OH-].[Li+].O1CCCC1.Cl>O.CO>[N:1]1[CH:6]=[CH:5][CH:4]=[C:3]([O:7][CH:8]([C:10]2[CH:19]=[CH:18][C:13]([C:14]([OH:16])=[O:15])=[CH:12][N:11]=2)[CH3:9])[CH:2]=1 |f:1.2.3|. Reported procedure: A mixture of methyl 6-(1-(pyridin-3-yloxy)ethyl)nicotinate (600 mg, 2.33 mmol), lithium hydroxide monohydrate (420 mg, 10 mmol), tetrahydrofuran (6 mL), methanol (2 mL) and water (2 mL) was stirred at 20° C. for 4 hours. The mixture was acidified to pH=1 with concentrated hydrochloric acid and then extracted with dichloromethane (10 mL×3). The combined organic phase was separated, dried by sodium sulfate and then filtered. The filtrate was concentrated in vacuo to give 6-(1-(pyridin-3-yloxy)ethy... Reactants: OC1=CC=C(C=C1)N1CCC(CC1)C1=CC=C(C=C1)[C@H](C)NC(C)=O ((S)—N-{1-(4-[1-(4-Hydroxyphenyl)-piperidin-4-yl]-phenyl}-ethyl)-acetamide), C1(=CC=CC=C1)P(C1=CC=CC=C1)C1=CC=CC=C1 (triphenylphosphine), N(=NC(=O)OC(C)(C)C)C(=O)OC(C)(C)C (di-tert-Butyl azodicarboxylate), OC1=CC=C(C=C1)N1CCC(CC1)C1=CC=C(C=C1)[C@H](C)NC(C)=O ((S)—N-{1-(4-[1-(4-Hydroxyphenyl)-piperidin-4-yl]-phenyl}-ethyl)-acetamide), O1CCC(CC1)O (tetrahydro-4H-pyran-4-ol), C1(=CC=CC=C1)P(C1=CC=CC=C1)C1=CC=CC=C1 (triphenylphosphine), N(=NC(=O)OC(C)(C)C)C(=O)OC(C)(C)C (di-tert-butyl azodicarboxylate). The solvent is C1CCOC1 (THF). The product is O1CCC(CC1)OC1=CC=C(C=C1)N1CCC(CC1)C1=CC=C(C=C1)[C@H](C)NC(C)=O ((S)—N-[1-(4-{1-[4-(Tetrahydro-2H-pyran-4-yloxy)-phenyl]-piperidin-4-yl}-phenyl)-ethyl]-acetamide). RXN SMILES: [OH:1][C:2]1[CH:7]=[CH:6][C:5]([N:8]2[CH2:13][CH2:12][CH:11]([C:14]3[CH:19]=[CH:18][C:17]([C@@H:20]([NH:22][C:23](=[O:25])[CH3:24])[CH3:21])=[CH:16][CH:15]=3)[CH2:10][CH2:9]2)=[CH:4][CH:3]=1.[O:26]1[CH2:31][CH2:30][CH:29](O)[CH2:28][CH2:27]1.C1(P(C2C=CC=CC=2)C2C=CC=CC=2)C=CC=CC=1.N(C(OC(C)(C)C)=O)=NC(OC(C)(C)C)=O>C1COCC1>[O:26]1[CH2:31][CH2:30][CH:29]([O:1][C:2]2[CH:7]=[CH:6][C:5]([N:8]3[CH2:13][CH2:12][CH:11]([C:14]4[CH:15]=[CH:16][C:17]([C@@H:20]([NH:22][C:23](=[O:25])[CH3:24])[CH3:21])=[CH:18][CH:19]=4)[CH2:10][CH2:9]3)=[CH:4][CH:3]=2)[CH2:28][CH2:27]1. Reported procedure: 34 mg (0.10 mmol) (S)—N-{1-(4-[1-(4-Hydroxyphenyl)-piperidin-4-yl]-phenyl}-ethyl)-acetamide (compound 1.48), 15 mg (0.15 mmol) tetrahydro-4H-pyran-4-ol and 39 mg (0.15 mmol) triphenylphosphine on solid support are suspended in 2 mL anhydrous THF at 0° C. 35 mg (0.15 mmol) di-tert-Butyl azodicarboxylate are added and the mixture is allowed to warm to rt. Stirring is continued over night followed by addition of 0.5 equivalents of triphenylphosphine on solid support and 0.5 equivalents of di-tert-b... The reactants are [Cl-] (chloride), Br[O-].[Na+] (sodium hypobromite), ClC(P(OC1CCCC1)(OC1CCCC1)=O)P(OC1CCCC1)(OC1CCCC1)=O (tetracyclopentyl (monochloromethylene)bisphosphonate). Solvent: C(Cl)(Cl)(Cl)Cl (carbontetrachloride). Conditions: temperature 10 celsius. Yields the product BrC(P(OC1CCCC1)(OC1CCCC1)=O)(P(OC1CCCC1)(OC1CCCC1)=O)Cl (tetracyclopentyl (bromochloromethylene)bisphosphonate). RXN SMILES: [Cl:1][CH:2]([P:17](=[O:30])([O:24][CH:25]1[CH2:29][CH2:28][CH2:27][CH2:26]1)[O:18][CH:19]1[CH2:23][CH2:22][CH2:21][CH2:20]1)[P:3](=[O:16])([O:10][CH:11]1[CH2:15][CH2:14][CH2:13][CH2:12]1)[O:4][CH:5]1[CH2:9][CH2:8][CH2:7][CH2:6]1.[Cl-].[Br:32][O-].[Na+]>C(Cl)(Cl)(Cl)Cl>[Br:32][C:2]([Cl:1])([P:3](=[O:16])([O:10][CH:11]1[CH2:15][CH2:14][CH2:13][CH2:12]1)[O:4][CH:5]1[CH2:9][CH2:8][CH2:7][CH2:6]1)[P:17](=[O:30])([O:24][CH:25]1[CH2:29][CH2:28][CH2:27][CH2:26]1)[O:18][CH:19]1[CH2:23][CH2:22][CH2:21][CH2:20]1 |f:2.3|. Procedure details: 4.8 g (0.01 moles) of tetracyclopentyl (monochloromethylene)bisphosphonate (31P-NMR (CDCl3): δ 12.44 ppm, 2JPH =17.7 Hz) are dissolved in 20 ml of carbontetrachloride and 0.55 g of bensyltriethylammonium chloride and 20 ml of a 10% sodium hypobromite solution are added while cooling and stirring at about 10° C. The mixture is stirred vigorously for 30 min at about 10° C. and the organic phase is separated, washed with water, dried (Na2SO4) and filtered. The filtrate is evaporated in a vacuum, wh... The reactants are C(C)(=O)[O-].C(C)(=O)[O-].C(C)(=O)[O-].C(C)(=O)[O-].[Pb+4] (lead tetraacetate), mercuric diacetate, ClC=1C=CC(=C(C1)B(O)O)C (5-chloro-2-methylphenylboronic acid). Reaction conditions: temperature 40 celsius. Product: C(C)(=O)[O-].C(C)(=O)[O-].C(C)(=O)[O-].ClC=1C=CC(=C(C1)[Pb+3])C (5-chloro-2-methylphenyllead triacetate). Yield: 99.8%. As a reaction SMILES: [C:1]([O-:4])(=[O:3])[CH3:2].[C:5]([O-:8])(=[O:7])[CH3:6].[C:9]([O-:12])(=[O:11])[CH3:10].C([O-])(=O)C.[Pb+4:17].[Cl:18][C:19]1[CH:20]=[CH:21][C:22]([CH3:28])=[C:23](B(O)O)[CH:24]=1>>[C:1]([O-:4])(=[O:3])[CH3:2].[C:5]([O-:8])(=[O:7])[CH3:6].[C:9]([O-:12])(=[O:11])[CH3:10].[Cl:18][C:19]1[CH:20]=[CH:21][C:22]([CH3:28])=[C:23]([Pb+3:17])[CH:24]=1 |f:0.1.2.3.4,6.7.8.9|. Reported procedure: To a mixture of lead tetraacetate (2.15 g, 4.85 mmol) and mercuric diacetate (0.15 g, 0.47 mmol), thoroughly flushed with nitrogen, is added anhydrous chloroform (6 ml). This mixture is warmed to 40° C., and 5-chloro-2-methylphenylboronic acid (0.76 g, 4.46 mmol) is added in one portion, and the suspension is heated at this temperature for 5 hours. After cooling to room temperature the mixture is concentrated to a small volume then triturated with hexanes and filtered to yield crude 5-chloro-2-m...